Dataset: the Open Reaction Database (ORD), a public repository of structured organic reaction records. Task: describe an organic reaction: reactants, conditions, products, and yield Starting materials: [OH-].[Na+] (sodium hydroxide), O (water), ClC=1C=C(C(=O)NC2(C(N(C3=CC=CC=C23)CCCC2=CC=CC=C2)=O)CCC(=O)OCC)C=CC1Cl (ethyl 3-[3-(3,4-dichlorobenzoylamino)-2,3-dihydro-2-oxo-1-(3-phenylpropyl)-1H-indol-3-yl]propionate), C(C)O (ethanol). Solvent: O1CCCC1 (tetrahydrofuran). Run at time 7 hour. Yields the product ClC=1C=C(C(=O)NC2(C(N(C3=CC=CC=C23)CCCC2=CC=CC=C2)=O)CCC(=O)O)C=CC1Cl (3-[3-(3,4-dichlorobenzoylamino)-2,3-dihydro-2-oxo-1-(3-phenylpropyl)-1H-indol-3-yl]propionic acid). Isolated yield 95.8%. As a reaction SMILES: [OH-].[Na+].O.[Cl:4][C:5]1[CH:6]=[C:7]([CH:37]=[CH:38][C:39]=1[Cl:40])[C:8]([NH:10][C:11]1([CH2:30][CH2:31][C:32]([O:34]CC)=[O:33])[C:19]2[C:14](=[CH:15][CH:16]=[CH:17][CH:18]=2)[N:13]([CH2:20][CH2:21][CH2:22][C:23]2[CH:28]=[CH:27][CH:26]=[CH:25][CH:24]=2)[C:12]1=[O:29])=[O:9].C(O)C>O1CCCC1>[Cl:4][C:5]1[CH:6]=[C:7]([CH:37]=[CH:38][C:39]=1[Cl:40])[C:8]([NH:10][C:11]1([CH2:30][CH2:31][C:32]([OH:34])=[O:33])[C:19]2[C:14](=[CH:15][CH:16]=[CH:17][CH:18]=2)[N:13]([CH2:20][CH2:21][CH2:22][C:23]2[CH:28]=[CH:27][CH:26]=[CH:25][CH:24]=2)[C:12]1=[O:29])=[O:9] |f:0.1|. Procedure: 1.5 ml of 4N sodium hydroxide and 5 ml of water were added to a mixed solution of 1.20 g of ethyl 3-[3-(3,4-dichlorobenzoylamino)-2,3-dihydro-2-oxo-1-(3-phenylpropyl)-1H-indol-3-yl]propionate, 20 ml of ethanol and 5 ml of tetrahydrofuran. The mixture was stirred at room temperature for 7 hours. The reaction mixture was concentrated under reduced pressure, diluted with water, then made acidic with 10% hydrochloric acid and extracted with ethyl acetate. After the extract was dried, the solvent was... The reactants are CN(CCCNC=O)C (N-(3-dimethylaminopropyl)formamide), ClCC(=O)NC1=C(C=CC(=C1)[N+](=O)[O-])OC (2-chloro-2'-methoxy-5'-nitroacetanilide). Solvent: C(C)(C)O (isopropyl alcohol). Yields the product 52.6, [Cl-].C[N+](CCCNC=O)(CC(NC1=C(C=CC(=C1)[N+](=O)[O-])OC)=O)C (N,N-dimethyl-N-(5-nitro-2-methoxyphenyl)carbamylmethyl-N-3-formamidopropylammonium chloride). RXN SMILES: [CH3:1][N:2]([CH3:9])[CH2:3][CH2:4][CH2:5][NH:6][CH:7]=[O:8].[Cl:10][CH2:11][C:12]([NH:14][C:15]1[CH:20]=[C:19]([N+:21]([O-:23])=[O:22])[CH:18]=[CH:17][C:16]=1[O:24][CH3:25])=[O:13]>C(O)(C)C>[Cl-:10].[CH3:1][N+:2]([CH3:9])([CH2:11][C:12](=[O:13])[NH:14][C:15]1[CH:20]=[C:19]([N+:21]([O-:23])=[O:22])[CH:18]=[CH:17][C:16]=1[O:24][CH3:25])[CH2:3][CH2:4][CH2:5][NH:6][CH:7]=[O:8] |f:3.4|. Reported procedure: In a manner similar to that described above in B-1a, and using 27.3 parts of N-(3-dimethylaminopropyl)formamide, 48 parts of 2-chloro-2'-methoxy-5'-nitroacetanilide, and 157 parts of isopropyl alcohol there was obtained 52.6 parts of N,N-dimethyl-N-(5-nitro-2-methoxyphenyl)carbamylmethyl-N-3-formamidopropylammonium chloride as a white solid, m.p. 86°-88°. Reactants: C1(=CC=CC=C1)CN(C1=NC=2C=CC=CC2C2=C1N=C(N2)C)CC2=CC=CC=C2 (N,N-bis(phenylmethyl)-2-methyl-1H-imidazo[4,5-c]quinolin-4-amine), [H-].[Na+] (sodium hydride), C(C)OCCl (Chloromethyl ethyl ether). The solvent is C(C)OCC (diethyl ether), O1CCCC1 (tetrahydrofuran). Conditions: time 30 minute. Yields the product C1(=CC=CC=C1)CN(C1=NC=2C=CC=CC2C2=C1N=C(N2COCC)C)CC2=CC=CC=C2 (N,N-bis(phenylmethyl)-1-ethoxymethyl-2-methyl-1H-imidazo[4,5-c]quinolin-4-amine). Reaction SMILES: [H-].[Na+].[C:3]1([CH2:9][N:10]([CH2:25][C:26]2[CH:31]=[CH:30][CH:29]=[CH:28][CH:27]=2)[C:11]2[C:20]3[N:21]=[C:22]([CH3:24])[NH:23][C:19]=3[C:18]3[CH:17]=[CH:16][CH:15]=[CH:14][C:13]=3[N:12]=2)[CH:8]=[CH:7][CH:6]=[CH:5][CH:4]=1.[CH2:32]([O:34][CH2:35]Cl)[CH3:33]>O1CCCC1.C(OCC)C>[C:26]1([CH2:25][N:10]([CH2:9][C:3]2[CH:4]=[CH:5][CH:6]=[CH:7][CH:8]=2)[C:11]2[C:20]3[N:21]=[C:22]([CH3:24])[N:23]([CH2:35][O:34][CH2:32][CH3:33])[C:19]=3[C:18]3[CH:17]=[CH:16][CH:15]=[CH:14][C:13]=3[N:12]=2)[CH:31]=[CH:30][CH:29]=[CH:28][CH:27]=1 |f:0.1|. Procedure details: A suspension of sodium hydride (0.064 g, 2 mmole) in tetrahydrofuran (15 mL) was cooled in an ice bath. N,N-bis(phenylmethyl)-2-methyl-1H-imidazo[4,5-c]quinolin-4-amine (0.5 g, 1.32 mmole) was added and the reaction mixture was allowed to warm to room temperature for 20 minutes. Chloromethyl ethyl ether was added and the reaction mixture was stirred for 30 minutes. The reaction mixture was diluted with diethyl ether, washed twice with water, dried over magnesium sulfate and then concentrated und... The reactants are BrC=1C=CC(=C(NC2=C(C3=C(S2)C=CC=C3)C(=O)OCC)C1)[N+](=O)[O-] (ethyl 2-(5-bromo-2-nitroanilino)benzo[b]thiophene-3-carboxylate), [H][H] (hydrogen). Reagents/catalysts: [C].[Pd] (palladium-carbon). The solvent is C(C)(=O)OCC (ethyl acetate). Product: NC1=C(NC2=C(C3=C(S2)C=CC=C3)C(=O)OCC)C=C(C=C1)Br (ethyl 2-(2-amino-5-bromoanilino)benzo[b]thiophene-3-carboxylate). RXN SMILES: [Br:1][C:2]1[CH:3]=[CH:4][C:5]([N+:23]([O-])=O)=[C:6]([CH:22]=1)[NH:7][C:8]1[S:12][C:11]2[CH:13]=[CH:14][CH:15]=[CH:16][C:10]=2[C:9]=1[C:17]([O:19][CH2:20][CH3:21])=[O:18].[H][H]>[C].[Pd].C(OCC)(=O)C>[NH2:23][C:5]1[CH:4]=[CH:3][C:2]([Br:1])=[CH:22][C:6]=1[NH:7][C:8]1[S:12][C:11]2[CH:13]=[CH:14][CH:15]=[CH:16][C:10]=2[C:9]=1[C:17]([O:19][CH2:20][CH3:21])=[O:18] |f:2.3|. Reported procedure: In the same manner as in Starting Material Synthesis Example 19 and using ethyl 2-(5-bromo-2-nitroanilino)benzo[b]thiophene-3-carboxylate, ethyl acetate, 10% palladium-carbon and hydrogen (60 atm kg/cm2), ethyl 2-(2-amino-5-bromoanilino)benzo[b]thiophene-3-carboxylate is obtained. Reactants: 130, C1(=CC=CC=C1)OC (anisole), CO (methanol). Conditions: time 2 hour. Product: C1(=CC=CC=C1O)C (cresol), CC1=C(C=CC=C1)OC (methylanisole). RXN SMILES: [C:1]1([O:7][CH3:8])[CH:6]=[CH:5][CH:4]=[CH:3][CH:2]=1.[CH3:9]O>>[C:6]1([CH3:9])[C:1]([OH:7])=[CH:2][CH:3]=[CH:4][CH:5]=1.[CH3:9][C:2]1[CH:3]=[CH:4][CH:5]=[CH:6][C:1]=1[O:7][CH3:8]. Procedure: A sample of HZSM-5, having a silica to alumina mole ratio of 130, was steamed for 2 hours at 800° C. When a mixture of anisole and methanol (mole ratio=2:1) was subsequently passed over the catalyst at 350° C. and a feed WHSV of 1.8 hr-1, an ortho-rich cresol fraction (66% ortho) and a para-rich methylanisole fraction (65% para) were produced. The results are summarized in TABLE II. Reactants: C1(=CC=CC=C1)S(=O)(=O)N1C(=CC2=C1N=C(N=C2Cl)C2=CC=CC=C2)C(=O)[O-].[Li+] (Lithium 7-benzenesulfonyl-4-chloro-2-phenyl-7H-pyrrolo[2,3-d]pyrimidine-6-carboxylate), OC(CCN)O (dihydroxypropyl amine), CS(=O)C (DMSO), Cl (HCl). The solvent is O (water). Yields the product C1(=CC=CC=C1)S(=O)(=O)N1C(=CC2=C1N=C(N=C2NC[C@@H](CO)O)C2=CC=CC=C2)C(=O)O ((S)-7-Benzenesulfonyl-4-(2,3-dihydroxypropylamino)-2-phenyl-7H-pyrrolo[2,3-d]-pyrimidine-6-carboxylic acid). The yield is 93.0%. RXN SMILES: [C:1]1([S:7]([N:10]2[C:14]3[N:15]=[C:16]([C:20]4[CH:25]=[CH:24][CH:23]=[CH:22][CH:21]=4)[N:17]=[C:18](Cl)[C:13]=3[CH:12]=[C:11]2[C:26]([O-:28])=[O:27])(=[O:9])=[O:8])[CH:6]=[CH:5][CH:4]=[CH:3][CH:2]=1.[Li+].[OH:30][CH:31](O)[CH2:32][CH2:33][NH2:34].Cl.CS(C)=[O:39]>O>[C:1]1([S:7]([N:10]2[C:14]3[N:15]=[C:16]([C:20]4[CH:25]=[CH:24][CH:23]=[CH:22][CH:21]=4)[N:17]=[C:18]([NH:34][CH2:33][C@H:32]([OH:39])[CH2:31][OH:30])[C:13]=3[CH:12]=[C:11]2[C:26]([OH:28])=[O:27])(=[O:9])=[O:8])[CH:6]=[CH:5][CH:4]=[CH:3][CH:2]=1 |f:0.1|. Procedure: 27 (126 mg) and dihydroxypropyl amine (273 mg) were stirred in anhydrous DMSO (2 mL) at 80° C. under nitrogen for 4 h. The reaction mixture was cooled to rt and diluted with water (10 mL). The resulting mixture was acidified with 0.5N HCl until a white solid formed (pH≈3.5-4.0). The solid was collected by filtration, washed with cold water, and dried in vacuo. A white solid (131 mg) was obtained in 93% yield. 1H-NMR (200 MHz, DMSO-d6): δ=3.30-3.33 (m, 2H), 3.57-3.60 (m, 2H), 3.65-6.71 (m, 1H), 3... Reactants: C1CCOC1, COC(=O)c1ccccc1COc1cccc(CCOc2ccc(OS(C)(=O)=O)cc2)c1, Cl, [Li+], [OH-], O. Product: CS(=O)(=O)Oc1ccc(OCCc2cccc(OCc3ccccc3C(=O)O)c2)cc1. As a reaction SMILES: [CH2:36]1[O:37][CH2:38][CH2:39][CH2:40]1.[CH3:1][S:2](=[O:3])(=[O:4])[O:5][c:6]1[cH:7][cH:8][c:9]([O:10][CH2:11][CH2:12][c:13]2[cH:14][c:15]([O:16][CH2:17][c:18]3[c:19]([C:20](=[O:21])[O:22][CH3:23])[cH:24][cH:25][cH:26][cH:27]3)[cH:28][cH:29][cH:30]2)[cH:31][cH:32]1.[ClH:35].[Li+:33].[OH-:34].[OH2:41]>>[CH3:1][S:2](=[O:3])(=[O:4])[O:5][c:6]1[cH:7][cH:8][c:9]([O:10][CH2:11][CH2:12][c:13]2[cH:14][c:15]([O:16][CH2:17][c:18]3[c:19]([C:20](=[O:21])[OH:22])[cH:24][cH:25][cH:26][cH:27]3)[cH:28][cH:29][cH:30]2)[cH:31][cH:32]1.